Task: describe an organic reaction: reactants, conditions, products, and yield. Dataset: the Open Reaction Database (ORD), a public repository of structured organic reaction records The product is COC(CC1=COC2=C1C(=CC(=C2C)OCC2=C(C=C(C=C2)Cl)Cl)C)=O (Methyl(6-((2,4-dichlorobenzyl)oxy)-4,7-dimethyl-1-benzofuran-3-yl)acetate). Procedure details: To a mixture of methyl(6-hydroxy-4,7-dimethyl-1-benzofuran-3-yl)acetate (150 mg) and DMF (dry) (6.4 mL) were added K2CO3 (133 mg) and 2,4-dichlorobenzyl chloride (0.107 mL). The mixture was stirred at room temperature overnight. The mixture was quenched with water. The precipitate was collected by filtration and washed with water and hexane to give the title compound (176.5 mg). As a reaction SMILES: [CH3:1][O:2][C:3](=[O:17])[CH2:4][C:5]1[C:9]2[C:10]([CH3:16])=[CH:11][C:12]([OH:15])=[C:13]([CH3:14])[C:8]=2[O:7][CH:6]=1.C([O-])([O-])=O.[K+].[K+].[Cl:24][C:25]1[CH:32]=[C:31]([Cl:33])[CH:30]=[CH:29][C:26]=1[CH2:27]Cl>CN(C=O)C>[CH3:1][O:2][C:3](=[O:17])[CH2:4][C:5]1[C:9]2[C:10]([CH3:16])=[CH:11][C:12]([O:15][CH2:27][C:26]3[CH:29]=[CH:30][C:31]([Cl:33])=[CH:32][C:25]=3[Cl:24])=[C:13]([CH3:14])[C:8]=2[O:7][CH:6]=1 |f:1.2.3|. The solvent is CN(C)C=O (DMF). The reactants are C(=O)([O-])[O-].[K+].[K+] (K2CO3), ClC1=C(CCl)C=CC(=C1)Cl (2,4-dichlorobenzyl chloride), COC(CC1=COC2=C1C(=CC(=C2C)O)C)=O (methyl(6-hydroxy-4,7-dimethyl-1-benzofuran-3-yl)acetate). Run at time 8 hour. Starting materials: C(\C=C/C(=O)O)(=O)O (maleic acid), FC1=CC=C(C=C1)C(OCCN1CCNCC1)C1=CC=C(C=C1)F (1-[2-(bis-(4-fluorophenyl) -methoxy)-ethyl]piperazine), CC(=O)C=C (methylvinyl-ketone). The solvent is C(C)O (ethanol). Run at time 2 hour. Product: dimaleate, FC1=CC=C(C=C1)C(OCCN1CCN(CC1)CCC(C)=O)C1=CC=C(C=C1)F (1-[2-(bis-(4-fluorophenyl)-methoxy)-ethyl]-4-(3-ketobutyl)piperazine). Reaction SMILES: [F:1][C:2]1[CH:7]=[CH:6][C:5]([CH:8]([C:18]2[CH:23]=[CH:22][C:21]([F:24])=[CH:20][CH:19]=2)[O:9][CH2:10][CH2:11][N:12]2[CH2:17][CH2:16][NH:15][CH2:14][CH2:13]2)=[CH:4][CH:3]=1.[CH3:25][C:26]([CH:28]=[CH2:29])=[O:27].C(O)(=O)/C=C\C(O)=O>C(O)C>[F:1][C:2]1[CH:3]=[CH:4][C:5]([CH:8]([C:18]2[CH:19]=[CH:20][C:21]([F:24])=[CH:22][CH:23]=2)[O:9][CH2:10][CH2:11][N:12]2[CH2:17][CH2:16][N:15]([CH2:29][CH2:28][C:26](=[O:27])[CH3:25])[CH2:14][CH2:13]2)=[CH:6][CH:7]=1. Procedure: A mixture of 0.7 g (2.1 mM) of 1-[2-(bis-(4-fluorophenyl) -methoxy)-ethyl]piperazine and 150 mg (2.1 mM) of freshly distilled methylvinyl-ketone was stirred at room temperature for 2 h. 30 ml of ethanol and 0.48 g of maleic acid were added, the precipitated salt was isolated by filtration and recrystallized from hot acetonitrile to yield the dimaleate salt of the title compound as colourless crystals melting at 159°-160° C. Analytical data were in accordance with the proposed structure. The reactants are COc1ccc(C2Sc3cc(Cl)ccc3N(CCCCl)C(=O)C2O)cc1, CC#N, [I-], [K+], c1ccc(N2CCNCC2)cc1. As a reaction SMILES: [CH3:1][O:2][c:3]1[cH:4][cH:5][c:6]([CH:9]2[S:10][c:11]3[c:12]([cH:22][cH:23][c:24]([Cl:26])[cH:25]3)[N:13]([CH2:18][CH2:19][CH2:20][Cl:21])[C:14](=[O:17])[CH:15]2[OH:16])[cH:7][cH:8]1.[CH3:39][C:40]#[N:41].[I-:43].[K+:42].[c:27]1([N:33]2[CH2:34][CH2:35][NH:36][CH2:37][CH2:38]2)[cH:28][cH:29][cH:30][cH:31][cH:32]1>>[CH3:1][O:2][c:3]1[cH:4][cH:5][c:6]([CH:9]2[S:10][c:11]3[c:12]([cH:22][cH:23][c:24]([Cl:26])[cH:25]3)[N:13]([CH2:18][CH2:19][CH2:20][N:36]3[CH2:35][CH2:34][N:33]([c:27]4[cH:28][cH:29][cH:30][cH:31][cH:32]4)[CH2:38][CH2:37]3)[C:14](=[O:17])[CH:15]2[OH:16])[cH:7][cH:8]1. Product: COc1ccc(C2Sc3cc(Cl)ccc3N(CCCN3CCN(c4ccccc4)CC3)C(=O)C2O)cc1. Reactants: C(C)(=O)OC(C)=O (Acetic anhydride), CC1=C(N=CN1)[N+](=O)[O-] (5-methyl-4-nitro-1H-imidazole), FC1=CC=C(N)C=C1 (4-fluoroaniline), [N+](=O)(O)[O-] (Nitric acid). Solvent: O (Water), CO (methanol). Run at time 3 day. Product: CC1=C(N=CN1C1=CC=C(C=C1)F)[N+](=O)[O-] (5-methyl-4-nitro-1-(4-fluorophenyl)-1H-imidazole). Isolated yield 43.7%. RXN SMILES: C(OC(=O)C)(=O)C.[CH3:8][C:9]1[NH:13][CH:12]=[N:11][C:10]=1[N+:14]([O-:16])=[O:15].[N+]([O-])(O)=O.[F:21][C:22]1[CH:28]=[CH:27][C:25](N)=[CH:24][CH:23]=1>O.CO>[CH3:8][C:9]1[N:13]([C:25]2[CH:27]=[CH:28][C:22]([F:21])=[CH:23][CH:24]=2)[CH:12]=[N:11][C:10]=1[N+:14]([O-:16])=[O:15]. Procedure: Acetic anhydride (1.65 mL) was added to 5-methyl-4-nitro-1H-imidazole (254 mg, 2.00 mmol) at room temperature. Nitric acid (70%, 200 μL) was added and the reaction was stirred for three days. The reaction was then poured onto ice. The product was extracted with dichloromethane three times. The combined organic layers was washed with saturated sodium bicarbonate solution and dried over anhydrous sodium sulfate. After removal of the solvent under reduced pressure, the crude 5-methyl-1,4-dinitro-1H...